This data is from the Open Reaction Database (ORD), a public repository of structured organic reaction records. The task is: describe an organic reaction: reactants, conditions, products, and yield Reactants: O (water), NC(CC(=O)[O-])C1=CC(=C(C=C1)OC)OC (3-amino-3-(3',4'-dimethoxyphenyl)-propionate), C(C)(=O)OCC.CCCCCC (ethyl acetate hexane), [BH4-].[Na+] (sodium borohydride). Solvent: CO (methanol). Reaction conditions: time 1 hour. Product: NC(CCO)C1=CC(=C(C=C1)OC)OC (3-Amino-3-(3',4'-dimethoxyphenyl)-propan-1-ol). Isolated yield 90.8%. Reaction SMILES: [NH2:1][CH:2]([C:7]1[CH:12]=[CH:11][C:10]([O:13][CH3:14])=[C:9]([O:15][CH3:16])[CH:8]=1)[CH2:3][C:4]([O-])=[O:5].[BH4-].[Na+].C(OCC)(=O)C.CCCCCC.O>CO>[NH2:1][CH:2]([C:7]1[CH:12]=[CH:11][C:10]([O:13][CH3:14])=[C:9]([O:15][CH3:16])[CH:8]=1)[CH2:3][CH2:4][OH:5] |f:1.2,3.4|. Reported procedure: A solution of 3-amino-3-(3',4'-dimethoxyphenyl)-propionate (4.12 grams, 17.2 mmol) in methanol (50 milliliters) was slowly added to stirred sodium borohydride (6.51 grams, 17.2 mmol). After the initial effervescence had ceased the mixture was refluxed for 1 hour. Reaction progress was monitored by TLC (20% ethyl acetate/hexane, uv) and was complete after 1 hour. The reaction mixture was allowed to cool and then 20 milliliters of water was added. The methanol was removed in vacuo resulting in the... Reactants: CC1=C(C(=C(C(=C1C(=O)O)C)C)C(=O)O)C (tetramethylterephthalic acid), S(=O)(Cl)Cl (thionyl chloride), S(=O)=O (sulfur dioxide), Cl (hydrogen chloride). Yields the product CC1=C(C(=C(C(=C1C(=O)Cl)C)C)C(=O)Cl)C (Tetramethylterephthaloyl Chloride). As a reaction SMILES: [CH3:1][C:2]1[C:7]([C:8](O)=[O:9])=[C:6]([CH3:11])[C:5]([CH3:12])=[C:4]([C:13](O)=[O:14])[C:3]=1[CH3:16].S(Cl)([Cl:19])=O.S(=O)=O.[ClH:24]>>[CH3:1][C:2]1[C:7]([C:8]([Cl:24])=[O:9])=[C:6]([CH3:11])[C:5]([CH3:12])=[C:4]([C:13]([Cl:19])=[O:14])[C:3]=1[CH3:16]. Procedure: To a 500 ml. three-necked flask equipped with stirrer, reflux condenser and nitrogen inlet, is added 100 grams tetramethylterephthalic acid and 200 ml. thionyl chloride. The mixture is stirred at reflux for six hours during which time the acid dissolves and a mixture of sulfur dioxide and hydrogen chloride is evolved. At the end of this period the excess thionyl chloride is removed by distillation. The residue, which is crude tetramethylterephthaloyl chloride, is recrystallized twice from cycloh... The reactants are COC(=O)CC1=CCN(C(=O)OCc2ccccc2)CC1, ClCCCl, Nc1ncccc1Br. Yields the product O=C(CC1=CCN(C(=O)OCc2ccccc2)CC1)Nc1ncccc1Br. Reaction SMILES: [CH3:1][O:2][C:3]([CH2:4][C:5]1=[CH:10][CH2:9][N:8]([C:11](=[O:12])[O:13][CH2:14][c:15]2[cH:16][cH:17][cH:18][cH:19][cH:20]2)[CH2:7][CH2:6]1)=[O:21].[Cl:30][CH2:31][CH2:32][Cl:33].[NH2:22][c:23]1[n:24][cH:25][cH:26][cH:27][c:28]1[Br:29]>>[C:3]([CH2:4][C:5]1=[CH:10][CH2:9][N:8]([C:11](=[O:12])[O:13][CH2:14][c:15]2[cH:16][cH:17][cH:18][cH:19][cH:20]2)[CH2:7][CH2:6]1)(=[O:21])[NH:22][c:23]1[n:24][cH:25][cH:26][cH:27][c:28]1[Br:29]. Starting materials: C(C)(=O)N1CCC(CC1)C(C1=C(C=C(C=C1)F)F)=NN (1-acetyl-4-(2,4-difluorobenzoyl)-piperidine hydrazone), C([O-])([O-])=O.[K+].[K+] (potassium carbonate), CN(C=O)C (dimethylformamide). Solvent: O (water). Reaction conditions: temperature 120 celsius. Product: C(C)(=O)N1CCC(CC1)C1=NNC2=CC(=CC=C12)F (3-(1-Acetyl-4-piperidinyl)-6-fluoro-1H-indazole). As a reaction SMILES: [C:1]([N:4]1[CH2:9][CH2:8][CH:7]([C:10](=[N:19][NH2:20])[C:11]2[CH:16]=[CH:15][C:14]([F:17])=[CH:13][C:12]=2F)[CH2:6][CH2:5]1)(=[O:3])[CH3:2].C(=O)([O-])[O-].[K+].[K+].CN(C)C=O>O>[C:1]([N:4]1[CH2:9][CH2:8][CH:7]([C:10]2[C:11]3[C:16](=[CH:15][C:14]([F:17])=[CH:13][CH:12]=3)[NH:20][N:19]=2)[CH2:6][CH2:5]1)(=[O:3])[CH3:2] |f:1.2.3|. Procedure details: A mixture of 12.1 g of 1-acetyl-4-(2,4-difluorobenzoyl)-piperidine hydrazone, 11.8 g of potassium carbonate and 120 ml of dimethylformamide was stirred and heated at 120° C. for 16 hrs. The reaction mixture was poured into water and the aqueous solution was extracted with ethyl acetate. The extract was washed with water, dried over anhydrous magnesium sulfate and the solvent concentrated to give a solid. Recrystallization of the solid from ethyl acetate (twice) yielded 4.1 g (42% with concentrat... Starting materials: OC=1C=CC(=C(C1)N(C(OC(C)(C)C)=O)C)NC(=O)COC1=CC=C(C=C1)CC1C(NC(S1)=O)=O (t-butyl N-{5-hydroxy-2-[4-(2,4-dioxothiazolidin-5-ylmethyl) phenoxymethylcarbonylamino]phenyl}-N-methylcarbamate), Cl.O1CCOCC1 (hydrogen chloride dioxane). Run at time 19 hour. Yields the product Cl.OC=1C=CC2=C(N(C(=N2)COC2=CC=C(CC3C(NC(S3)=O)=O)C=C2)C)C1 (5-[4-(6-Hydroxy-1-methyl-1H-benzimidazol-2-ylmethoxy)benzyl]thiazolidine-2,4-dione hydrochloride). As a reaction SMILES: [OH:1][C:2]1[CH:3]=[CH:4][C:5]([NH:17][C:18]([CH2:20][O:21][C:22]2[CH:27]=[CH:26][C:25]([CH2:28][CH:29]3[S:33][C:32](=[O:34])[NH:31][C:30]3=[O:35])=[CH:24][CH:23]=2)=O)=[C:6]([N:8](C)[C:9](=O)OC(C)(C)C)[CH:7]=1.[ClH:36].O1CCOCC1>>[ClH:36].[OH:1][C:2]1[CH:3]=[CH:4][C:5]2[N:17]=[C:18]([CH2:20][O:21][C:22]3[CH:23]=[CH:24][C:25]([CH2:28][CH:29]4[S:33][C:32](=[O:34])[NH:31][C:30]4=[O:35])=[CH:26][CH:27]=3)[N:8]([CH3:9])[C:6]=2[CH:7]=1 |f:1.2,3.4|. Procedure details: A suspension of this carbamate (0.75 g) in 4N hydrogen chloride/dioxane (10 ml) was allowed to stand at room temperature for 19 hours. The solvent of the reaction mixture was evaporated under reduced pressure. Ethyl acetate was added to the residue and the mixture was treated with ultrasonic waves, filtered and then dried to afford the title compound (0.52 g, mp 217-220° C.). Starting materials: Cc1ccccc1, CCOC(=O)CP(=O)(OCC)OCC, O=C1CCN(Cc2ccc(Cl)c(Cl)c2)CC1, [H-], [Na+]. Yields the product CCOC(=O)C=C1CCN(Cc2ccc(Cl)c(Cl)c2)CC1. As a reaction SMILES: [CH3:33][c:34]1[cH:35][cH:36][cH:37][cH:38][cH:39]1.[CH3:3][CH2:4][O:5][C:6](=[O:7])[CH2:8][P:9]([O:10][CH2:11][CH3:12])([O:13][CH2:14][CH3:15])=[O:16].[Cl:17][c:18]1[cH:19][c:20]([CH2:21][N:22]2[CH2:23][CH2:24][C:25](=[O:28])[CH2:26][CH2:27]2)[cH:29][cH:30][c:31]1[Cl:32].[H-:1].[Na+:2]>>[CH3:3][CH2:4][O:5][C:6](=[O:7])[CH:8]=[C:25]1[CH2:24][CH2:23][N:22]([CH2:21][c:20]2[cH:19][c:18]([Cl:17])[c:31]([Cl:32])[cH:30][cH:29]2)[CH2:27][CH2:26]1. The reactants are C(C)OC(CC(OCC)OCC)OCC (1,1,3,3-tetraethoxypropane), Cl.ClC=1C=C(C=CC1NN)C (3-chloro-p-tolylhydrazine hydrochloride). Solvent: CO (methanol), Cl (hydrochloric acid). Product: ClC=1C=C(C=CC1N1N=CC=C1)C (1-(3-chloro-p-tolyl)pyrazole). Yield: 87.1%. Reaction SMILES: C(O[CH:4](OCC)[CH2:5][CH:6](OCC)OCC)C.Cl.[Cl:17][C:18]1[CH:19]=[C:20]([CH3:26])[CH:21]=[CH:22][C:23]=1[NH:24][NH2:25]>CO.Cl>[Cl:17][C:18]1[CH:19]=[C:20]([CH3:26])[CH:21]=[CH:22][C:23]=1[N:24]1[CH:6]=[CH:5][CH:4]=[N:25]1 |f:1.2|. Procedure: 41.0 g (186 mmoles) of 1,1,3,3-tetraethoxypropane are added dropwise at 40° C. to 30 g (155 mmoles) of 3-chloro-p-tolylhydrazine hydrochloride in 180 ml of methanol and 15.6 ml of concentrated hydrochloric acid and heated to the boil for 1.5 hours. The resulting solution is concentrated in a vacuum; the thus-prepared concentrate is dissolved in benzene. The obtained benzene solution is washed with water and sodium hydrogen carbonate solution, dried and evaporated to dryness to yield 26 g (87% of...